Dataset: the Open Reaction Database (ORD), a public repository of structured organic reaction records. Task: describe an organic reaction: reactants, conditions, products, and yield Starting materials: [N+](=O)([O-])C1=C(C=CC=C1)C=1NC=CN1 (2-(2-nitro-phenyl)-1H-imidazole). Reagents/catalysts: [Pd] (palladium on charcoal), [Ni] (Raney Nickel). The product is N1C(=NC=C1)C1=C(C=CC=C1)N (2-(1H-imidazol-2-yl)-phenylamine). As a reaction SMILES: [N+:1]([C:4]1[CH:9]=[CH:8][CH:7]=[CH:6][C:5]=1[C:10]1[NH:11][CH:12]=[CH:13][N:14]=1)([O-])=O>[Pd].[Ni]>[NH:11]1[CH:12]=[CH:13][N:14]=[C:10]1[C:5]1[CH:6]=[CH:7][CH:8]=[CH:9][C:4]=1[NH2:1]. Procedure details: By catalytic hydrogenation, using palladium on charcoal or Raney Nickel as catalyst, 2-(2-nitro-phenyl)-1H-imidazole, which is commercially obtainable, is converted into 2-(1H-imidazol-2-yl)-phenylaamine (U.S. Pat. No. 6,376,664). The reactants are 1L, C(C)(C)(C)OO (t-butylhydroperoxide), C1(=CC=CC=C1)CCC=CCO (5-Phenyl-pent-2-en-l-ol), L-(+)-diethyl tartrate, Ti(O-i-Pr)4. Run at temperature -20 celsius, time 30 minute. Product: O1[C@@H](CO)[C@@H]1CCC1=CC=CC=C1 ((2S,3S)-2,3-Epoxy-5-phenyl-l-pentanol). Isolated yield 95.6%. Reaction SMILES: C([O:5]O)(C)(C)C.[C:7]1([CH2:13][CH2:14][CH:15]=[CH:16][CH2:17][OH:18])[CH:12]=[CH:11][CH:10]=[CH:9][CH:8]=1>>[O:5]1[C@@H:15]([CH2:14][CH2:13][C:7]2[CH:12]=[CH:11][CH:10]=[CH:9][CH:8]=2)[C@@H:16]1[CH2:17][OH:18]. Procedure: To a 1L 3-neck round-bottom flask equipped with a mechanical stirrer, thermocouple and nitrogen inlet was added CH2C12 (350 mL), dried 4 Å molecular sieves (30 g) and L-(+)-diethyl tartrate (7.62 g, 0.037 mol). The resulting mixture was cooled to -20° C. and treated with Ti(O-i-Pr)4 (9.2 mL, 0.031 mol), followed by the addition of t-butylhydroperoxide (4.0 M in CH2Cl2, 182 mL, 0.78 mol) at a rate to maintain the temperature 2 -20° C. Upon complete addition, the reaction mixture was stirred for a...